Task: describe an organic reaction: reactants, conditions, products, and yield. Dataset: the Open Reaction Database (ORD), a public repository of structured organic reaction records Reactants: NC=1N=CC2=C(N1)N(C(C(=C2)C=2C=CC(=C(C2)NC(NC2=CC(=NN2CCN2CCN(CC2)C(=O)OCC2=CC=CC=C2)C(C)(C)C)=O)F)=O)C (benzyl 4-(2-(5-(3-(5-(2-amino-8-methyl-7-oxo-7,8-dihydropyrido[2,3-d]pyrimidin-6-yl)-2-fluorophenyl)ureido)-3-tert-butyl-1H-pyrazol-1-yl)ethyl)piperazine-1-carboxylate). The reagents and catalysts are [OH-].[Pd+2].[OH-] (palladium hydroxide). Run in CCOC(=O)C (EtOAc). Run at time 18 hour. Yields the product NC=1N=CC2=C(N1)N(C(C(=C2)C=2C=CC(=C(C2)NC(=O)NC2=CC(=NN2CCN2CCNCC2)C(C)(C)C)F)=O)C (1-(5-(2-amino-8-methyl-7-oxo-7,8-dihydropyrido[2,3-d]pyrimidin-6-yl)-2-fluorophenyl)-3-(3-tert-butyl-1-(2-(piperazin-1-yl)ethyl)-1H-pyrazol-5-yl)urea), amine hydrochloride salt. Yield: 70.0%. Reaction SMILES: [NH2:1][C:2]1[N:3]=[CH:4][C:5]2[CH:11]=[C:10]([C:12]3[CH:13]=[CH:14][C:15]([F:49])=[C:16]([NH:18][C:19](=[O:48])[NH:20][C:21]4[N:25]([CH2:26][CH2:27][N:28]5[CH2:33][CH2:32][N:31](C(OCC6C=CC=CC=6)=O)[CH2:30][CH2:29]5)[N:24]=[C:23]([C:44]([CH3:47])([CH3:46])[CH3:45])[CH:22]=4)[CH:17]=3)[C:9](=[O:50])[N:8]([CH3:51])[C:6]=2[N:7]=1>CCOC(C)=O.[OH-].[Pd+2].[OH-]>[NH2:1][C:2]1[N:3]=[CH:4][C:5]2[CH:11]=[C:10]([C:12]3[CH:13]=[CH:14][C:15]([F:49])=[C:16]([NH:18][C:19]([NH:20][C:21]4[N:25]([CH2:26][CH2:27][N:28]5[CH2:29][CH2:30][NH:31][CH2:32][CH2:33]5)[N:24]=[C:23]([C:44]([CH3:45])([CH3:46])[CH3:47])[CH:22]=4)=[O:48])[CH:17]=3)[C:9](=[O:50])[N:8]([CH3:51])[C:6]=2[N:7]=1 |f:2.3.4|. Procedure details: To a solution of benzyl 4-(2-(5-(3-(5-(2-amino-8-methyl-7-oxo-7,8-dihydropyrido[2,3-d]pyrimidin-6-yl)-2-fluorophenyl)ureido)-3-tert-butyl-1H-pyrazol-1-yl)ethyl)piperazine-1-carboxylate (0.11 g, 0.16 mmol) in EtOAc (10 mL) was added palladium hydroxide (10% of 10 mg) and the mixture was stirred under a H2 atmosphere for 18 h at RT. Then the mixture was filtered through a Celite pad, the pad was washed with EtOAc (2×5 ml). The filtrate was concentrated to afford a solid which was purified by chrom... Starting materials: O=C([O-])[O-], CC(CO[Si](C)(C)C(C)(C)C)Oc1cc(O)cc(C(=O)Nc2ccn(C(C)C)n2)c1, CC#N, [K+], [K+], O=C(c1cnc(Cl)c(Cl)c1)N1CCC1. The product is CC(CO[Si](C)(C)C(C)(C)C)Oc1cc(Oc2ncc(C(=O)N3CCC3)cc2Cl)cc(C(=O)Nc2ccn(C(C)C)n2)c1. As a reaction SMILES: [C:45](=[O:46])([O-:47])[O-:48].[CH3:1][C:2]([CH3:3])([CH3:4])[Si:5]([O:6][CH2:7][CH:8]([CH3:9])[O:10][c:11]1[cH:12][c:13]([C:14](=[O:15])[NH:16][c:17]2[n:18][n:19]([CH:22]([CH3:23])[CH3:24])[cH:20][cH:21]2)[cH:25][c:26]([OH:28])[cH:27]1)([CH3:29])[CH3:30].[CH3:51][C:52]#[N:53].[K+:49].[K+:50].[N:31]1([C:35](=[O:36])[c:37]2[cH:38][c:39]([Cl:44])[c:40]([Cl:43])[n:41][cH:42]2)[CH2:32][CH2:33][CH2:34]1>>[CH3:1][C:2]([CH3:3])([CH3:4])[Si:5]([O:6][CH2:7][CH:8]([CH3:9])[O:10][c:11]1[cH:12][c:13]([C:14](=[O:15])[NH:16][c:17]2[n:18][n:19]([CH:22]([CH3:23])[CH3:24])[cH:20][cH:21]2)[cH:25][c:26]([O:28][c:40]2[c:39]([Cl:44])[cH:38][c:37]([C:35]([N:31]3[CH2:32][CH2:33][CH2:34]3)=[O:36])[cH:42][n:41]2)[cH:27]1)([CH3:29])[CH3:30]. The reactants are FC=1C=C2C=CC(=NC2=CC1O)C (6-fluoro-2-methylquinolin-7-ol), IC(C)C (2-iodopropane), C([O-])([O-])=O.[K+].[K+] (potassium carbonate). Run in CC(=O)C (acetone), O (water). Reaction conditions: temperature 70 celsius, time 18 hour. Yields the product FC=1C=C2C=CC(=NC2=CC1OC(C)C)C (6-fluoro-7-isopropoxy-2-methylquinoline). The yield is 39.0%. RXN SMILES: [F:1][C:2]1[CH:3]=[C:4]2[C:9](=[CH:10][C:11]=1[OH:12])[N:8]=[C:7]([CH3:13])[CH:6]=[CH:5]2.I[CH:15]([CH3:17])[CH3:16].C(=O)([O-])[O-].[K+].[K+]>CC(C)=O.O>[F:1][C:2]1[CH:3]=[C:4]2[C:9](=[CH:10][C:11]=1[O:12][CH:15]([CH3:17])[CH3:16])[N:8]=[C:7]([CH3:13])[CH:6]=[CH:5]2 |f:2.3.4|. Reported procedure: To 6-fluoro-2-methylquinolin-7-ol (800 mg, 3.16 mmol) in acetone (5 mL) were added 2-iodopropane (1075 mg, 6.32 mmol) and potassium carbonate (1310 mg, 9.48 mmol). The reaction was stirred at 70° C. in a sealed tube for 18 hours then cooled and diluted with water. The aqueous phase was extracted with DCM, dried over MgSO4, filtered and concentrated under reduced pressure to yield 6-fluoro-7-isopropoxy-2-methylquinoline (270 mg, 39.0% yield) as an oil. Reaction conditions: temperature -75 celsius, time 1 hour. Yields the product CC1C(CC2(CC2)CC1)=O (racemic 6-methyl-spiro[2.5]octan-5-one). The yield is 35.0%. The reactants are [Li+].C[Si](C)(C)[N-][Si](C)(C)C (LHMDS), C1CC12CC(CCC2)=O (Spiro[2.5]octan-5-one), IC (Iodomethane). Reported procedure: Spiro[2.5]octan-5-one (2.4 g, 19.32 mmol) was dissolved in THF (100 mL) and cooled to −75° C. At that temperature LHMDS 1M in THF (24 mL, 24 mmol) was added dropwise over 15 minutes. The resulting pale yellow solution was stirred 1 hour at −75° C. Iodomethane (1.3 mL, 21.26 mmol) was added and stirring was continued at −75° C. for another hour before letting the mixture warm up to RT. The reaction was quenched by addition of saturated aqueous NH4Cl. The layers were separated and the aqueous laye... Solvent: C1CCOC1 (THF), C1CCOC1 (THF). RXN SMILES: [CH2:1]1[C:3]2([CH2:8][CH2:7][CH2:6][C:5](=[O:9])[CH2:4]2)[CH2:2]1.[Li+].[CH3:11][Si]([N-][Si](C)(C)C)(C)C.IC>C1COCC1>[CH3:11][CH:6]1[CH2:7][CH2:8][C:3]2([CH2:2][CH2:1]2)[CH2:4][C:5]1=[O:9] |f:1.2|. Reactants: CS(=O)(=O)Cl, Cc1c(N)cccc1N(Cc1ccccc1)Cc1ccc(Oc2cccc(OCC3CCC(=O)N3)c2)cc1, c1ccncc1. Yields the product Cc1c(NS(C)(=O)=O)cccc1N(Cc1ccccc1)Cc1ccc(Oc2cccc(OCC3CCC(=O)N3)c2)cc1. As a reaction SMILES: [CH3:39][S:40]([Cl:41])(=[O:42])=[O:43].[NH2:1][c:2]1[c:3]([CH3:38])[c:4]([N:8]([CH2:9][c:10]2[cH:11][cH:12][cH:13][cH:14][cH:15]2)[CH2:16][c:17]2[cH:18][cH:19][c:20]([O:21][c:22]3[cH:23][c:24]([O:25][CH2:26][CH:27]4[CH2:28][CH2:29][C:30](=[O:32])[NH:31]4)[cH:33][cH:34][cH:35]3)[cH:36][cH:37]2)[cH:5][cH:6][cH:7]1.[cH:44]1[cH:45][cH:46][n:47][cH:48][cH:49]1>>[NH:1]([c:2]1[c:3]([CH3:38])[c:4]([N:8]([CH2:9][c:10]2[cH:11][cH:12][cH:13][cH:14][cH:15]2)[CH2:16][c:17]2[cH:18][cH:19][c:20]([O:21][c:22]3[cH:23][c:24]([O:25][CH2:26][CH:27]4[CH2:28][CH2:29][C:30](=[O:32])[NH:31]4)[cH:33][cH:34][cH:35]3)[cH:36][cH:37]2)[cH:5][cH:6][cH:7]1)[S:40]([CH3:39])(=[O:42])=[O:43]. Starting materials: [H-].[Na+] (sodium hydride), C1(CCCC1)C1=NC(C(NC2=C1C=CC=C2)=O)NC(=O)OCC2=CC=CC=C2 (5-cyclopentyl-1,3-dihydro-3(R,S)-[(benzyloxycarbonyl)amino]-2H-1,4-benzodiazepin-2-one), IC (Iodomethane). Reported procedure: To a solution of 5-cyclopentyl-1,3-dihydro-3(R,S)-[(benzyloxycarbonyl)amino]-2H-1,4-benzodiazepin-2-one (1.47 g, 3.91 mmol) in anhydrous dimethylformamide (40 ml) under nitrogen, cooled in an ice bath, was added sodium hydride (55% dispersion in oil, 178 mg, 4.08 mmol) in portions and the resulting mixture stirred for lb. Iodomethane (0.26 ml, 4.1 mmol) was then added and the mixture stirred for 30 min. The solvent was evaporated and the residue partitioned between dichloromethane (20 ml) and wa... The yield is 77.7%. Run in CN(C=O)C (dimethylformamide). The product is C1(CCCC1)C1=NC(C(N(C2=C1C=CC=C2)C)=O)NC(=O)OCC2=CC=CC=C2 (5-Cyclopentyl-1,3-dihydro-1-methyl-3(R,S)-[(benzyloxycarbonyl)amino]2H-1,4-benzodiazepine-2-one). RXN SMILES: [CH:1]1([C:6]2[C:12]3[CH:13]=[CH:14][CH:15]=[CH:16][C:11]=3[NH:10][C:9](=[O:17])[CH:8]([NH:18][C:19]([O:21][CH2:22][C:23]3[CH:28]=[CH:27][CH:26]=[CH:25][CH:24]=3)=[O:20])[N:7]=2)[CH2:5][CH2:4][CH2:3][CH2:2]1.[H-].[Na+].I[CH3:32]>CN(C)C=O>[CH:1]1([C:6]2[C:12]3[CH:13]=[CH:14][CH:15]=[CH:16][C:11]=3[N:10]([CH3:32])[C:9](=[O:17])[CH:8]([NH:18][C:19]([O:21][CH2:22][C:23]3[CH:24]=[CH:25][CH:26]=[CH:27][CH:28]=3)=[O:20])[N:7]=2)[CH2:5][CH2:4][CH2:3][CH2:2]1 |f:1.2|. Reaction SMILES: Cl.[NH:2]1[CH2:8][CH2:7][CH:6]=[CH:5][CH2:4][CH2:3]1.Cl[C:10]1[C:14]([N+:15]([O-:17])=[O:16])=[CH:13][N:12]([CH3:18])[N:11]=1.[F-].[K+].O>CS(C)=O.CCN(C(C)C)C(C)C>[CH3:18][N:12]1[CH:13]=[C:14]([N+:15]([O-:17])=[O:16])[C:10]([N:2]2[CH2:8][CH2:7][CH:6]=[CH:5][CH2:4][CH2:3]2)=[N:11]1 |f:0.1,3.4|. Run in CS(=O)C (DMSO). Yields the product CN1N=C(C(=C1)[N+](=O)[O-])N1CC\C=C/CC1 ((Z)-1-(1-methyl-4-nitro-1H-pyrazol-3-yl)-2,3,6,7-tetrahydro-1H-azepine). Run at temperature 75 celsius. The yield is 99186.0%. Procedure details: To a solution of (Z)-2,3,6,7-tetrahydro-1H-azepine hydrochloride (32.3 g, 0.24 mmol) in DMSO (650 mL) was added 3-chloro-1-methyl-4-nitro-1H-pyrazole (37.2 g, 0.23 mmol) followed by DIPEA (64 mL, 0.36 mmol) and potassium fluoride (56.2 g, 0.96 mmol). The reaction mixture was heated at 75° C. for 25 hr before being cooled to room temperature, poured into water (1.5 L) and extracted with EtOAc (4×500 mL). The combined organic layers were washed with water (400 mL) and brine (300 mL), separated, dr... Reactants: Cl.N1CC\C=C/CC1 ((Z)-2,3,6,7-tetrahydro-1H-azepine hydrochloride), ClC1=NN(C=C1[N+](=O)[O-])C (3-chloro-1-methyl-4-nitro-1H-pyrazole), O (water), [F-].[K+] (potassium fluoride). Reagents/catalysts: CCN(C(C)C)C(C)C (DIPEA). The reactants are Formula VI, ClC1=C(SC=C1)C(=O)NN (3-chloro-thiophene-2-carboxylic acid hydrazide), FC(C1=CC=C(C(=O)Cl)C=C1)(F)F (4-trifluoromethylbenzoyl chloride). Yields the product ClC1=C(SC=C1)C(=O)NNC(C1=CC=C(C=C1)C(F)(F)F)=O (N-(3-chloro-thiophene-2-carbonyl)-N′-(4-trifluoromethylbenzoyl)-hydrazine). As a reaction SMILES: [Cl:1][C:2]1[CH:6]=[CH:5][S:4][C:3]=1[C:7]([NH:9][NH2:10])=[O:8].[F:11][C:12]([F:23])([F:22])[C:13]1[CH:21]=[CH:20][C:16]([C:17](Cl)=[O:18])=[CH:15][CH:14]=1>>[Cl:1][C:2]1[CH:6]=[CH:5][S:4][C:3]=1[C:7]([NH:9][NH:10][C:17](=[O:18])[C:16]1[CH:20]=[CH:21][C:13]([C:12]([F:11])([F:22])[F:23])=[CH:14][CH:15]=1)=[O:8]. Reported procedure: Compounds of this invention with Formula VI may be prepared as illustrated by the exemplary reaction in Scheme 6. Reaction of 3-chloro-thiophene-2-carboxylic acid hydrazide with 4-trifluoromethylbenzoyl chloride produces N-(3-chloro-thiophene-2-carbonyl)-N′-(4-trifluoromethylbenzoyl)-hydrazine, followed by treating with thionyl chloride produces 5-(3-chloro-2-thienyl)-3-(4-trifluoromethylbenzoyl)-[1,3,4]-oxadiazole. Conditions: temperature 145 celsius, time 16 hour. The reactants are N1=CC=CC2=CC=CC=C12 (quinoline), said product, C1(=CC=C(C=C1)S(=O)(=O)O)C (p-toluene sulfonic acid), C(OC)([O-])[O-] (methyl orthoformate), CO (methanol). The product is C1(CCCCCCC1)NC(\C=C(\C)/OC)=O (N-cyclooctyl-3-methoxy-crotonamide). Procedure details: 84 g of diketene were added over 30 minutes to a stirred mixture of 127 g of cyclooctylamine and 800 ml of tetrahydrofuran cooled to -5° C. and the mixture was stirred for 4 hours at 20° C. and then evaporated to dryness under reduced pressure to obtain 210 g of N-cyclooctyl-acetylacetamide melting at 44° C. 63 g of the said product and 1 g of p-toluene sulfonic acid were added to a mixture of 150 ml of methanol and 40 g of methyl orthoformate and after stirring the mixture for 16 hours, 1.5 ml ... Reaction SMILES: [C:1]1([CH3:11])C=CC(S(O)(=O)=O)=C[CH:2]=1.[CH:12]([O-])([O-])[O:13]C.[N:17]1[C:26]2[C:21](=[CH:22][CH:23]=[CH:24][CH:25]=2)[CH:20]=[CH:19][CH:18]=1.C[OH:28]>>[CH:26]1([NH:17][C:18](=[O:28])/[CH:2]=[C:1](\[O:13][CH3:12])/[CH3:11])[CH2:25][CH2:24][CH2:23][CH2:22][CH2:19][CH2:20][CH2:21]1.